This data is from the Open Reaction Database (ORD), a public repository of structured organic reaction records. The task is: describe an organic reaction: reactants, conditions, products, and yield Starting materials: NC1=CC=C2C(=CNC2=C1)C1=CC=C(C(=O)O)C=C1 (4-(6-amino-1H-indol-3-yl)benzoic acid), CN1C(=CC=C1)C(=O)O (1-methylpyrrole-2-carboxylic acid), OC1CCN(CC1)C1=CC=C(N)C=C1 (4-(4-hydroxypiperidin-1-yl)aniline). Yields the product OC1CCN(CC1)C1=CC=C(C=C1)NC(=O)C1=CC=C(C=C1)C1=CNC2=CC(=CC=C12)NC(=O)C=1N(C=CC1)C (N-(3-(4-((4-(4-Hydroxypiperidin-1-yl)phenyl)carbamoyl)phenyl)-1H-indol-6-yl)-1-methyl-1H-pyrrole-2-carboxamide). RXN SMILES: [NH2:1][C:2]1[CH:10]=[C:9]2[C:5]([C:6]([C:11]3[CH:19]=[CH:18][C:14]([C:15](O)=[O:16])=[CH:13][CH:12]=3)=[CH:7][NH:8]2)=[CH:4][CH:3]=1.[CH3:20][N:21]1[CH:25]=[CH:24][CH:23]=[C:22]1[C:26]([OH:28])=O.[OH:29][CH:30]1[CH2:35][CH2:34][N:33]([C:36]2[CH:42]=[CH:41][C:39]([NH2:40])=[CH:38][CH:37]=2)[CH2:32][CH2:31]1>>[OH:29][CH:30]1[CH2:31][CH2:32][N:33]([C:36]2[CH:42]=[CH:41][C:39]([NH:40][C:15]([C:14]3[CH:18]=[CH:19][C:11]([C:6]4[C:5]5[C:9](=[CH:10][C:2]([NH:1][C:26]([C:22]6[N:21]([CH3:20])[CH:25]=[CH:24][CH:23]=6)=[O:28])=[CH:3][CH:4]=5)[NH:8][CH:7]=4)=[CH:12][CH:13]=3)=[O:16])=[CH:38][CH:37]=2)[CH2:34][CH2:35]1. Reported procedure: Compound 981 was prepared according to the procedure described in Scheme IV from 4-(6-amino-1H-indol-3-yl)benzoic acid, 1-methylpyrrole-2-carboxylic acid, and 4-(4-hydroxypiperidin-1-yl)aniline. [M+H]+ calcd for C32H31N5O3: 534.15; found: 534.09. Starting materials: C(#N)C1=CC=C(C(=O)OC)C=C1 (methyl 4-cyanobenzoate), C(C)[Mg]Br (ethylmagnesium bromide), Cl (HCl), B(F)(F)F.CCOCC (boron trifluoride etherate). The reagents and catalysts are [Ti+4] (titanium (IV)). Solvent: C(C)OCC (diethyl ether), C(C)OCC (diethylether). Run at time 1 hour. Yields the product NC1(CC1)C1=CC=C(C(=O)OC)C=C1 (methyl 4-(1-aminocyclopropyl)benzoate). RXN SMILES: [C:1]([C:3]1[CH:12]=[CH:11][C:6]([C:7]([O:9][CH3:10])=[O:8])=[CH:5][CH:4]=1)#[N:2].[CH2:13]([Mg]Br)[CH3:14].B(F)(F)F.CCOCC.Cl>C(OCC)C.[Ti+4]>[NH2:2][C:1]1([C:3]2[CH:12]=[CH:11][C:6]([C:7]([O:9][CH3:10])=[O:8])=[CH:5][CH:4]=2)[CH2:14][CH2:13]1 |f:2.3|. Procedure details: To the solution of methyl 4-cyanobenzoate (100 g, 620 mmol) in diethyl ether (3 L) was added titanium (IV) isospropoxide (194 g, 682 mmol), followed by dropwise addition of ethylmagnesium bromide 3M solution in diethylether (450 ml, 1.36 mol) at −70° C. The mixture was stirred for 1 h, and then boron trifluoride etherate (157 ml, 1.24 mol) was added at once. After 2 hours, aqueous HCl (5%) was added until the pH showed acidy, then the mixture was filtered. The solid was washed with ethylacetate.... The reactants are CNC1=C(C=CC=C1)N (N-methyl-o-phenylenediamine), NCC(=O)O (glycine), Cl (HCl). Reaction conditions: temperature -15 celsius. The product is Cl.Cl.CN1C(=NC2=C1C=CC=C2)CN (1-Methyl-2-(aminomethyl)benzimidazole dihydrochloride). Reaction SMILES: [CH3:1][NH:2][C:3]1[CH:8]=[CH:7][CH:6]=[CH:5][C:4]=1[NH2:9].[NH2:10][CH2:11][C:12](O)=O.[ClH:15]>>[ClH:15].[ClH:15].[CH3:1][N:2]1[C:3]2[CH:8]=[CH:7][CH:6]=[CH:5][C:4]=2[N:9]=[C:12]1[CH2:11][NH2:10] |f:3.4.5|. Procedure details: Combine N-methyl-o-phenylenediamine (12.2 g, 100 mmol) and glycine (11.3 g, 150 mmol) in 6 N HCl (100 mL). Heat at reflux 90 hours, allow to cool, and concentrate in vacuo to 60 g. Add EtOH (50 mL) and chill at −15° C. Filter the solid and wash with cold 90% EtOH. Dissolve the blue solid in water (30 mL), add EtOH (100 mL) and treat with decolorizing charcoal. Wash the solid with 2:1 EtOH-water and concentrate filtrates in vacuo to 33 g. Add water (15 mL) and warm while adding EtOH (150 mL). All... Starting materials: C(CCC)[Li] (n-Butyllithium), solution, ClC1=CC=NC2=CC=CC=C12 (4-Chloroquinoline). Reagents/catalysts: [Br-].C(C)[P+](C1=CC=CC=C1)(C1=CC=CC=C1)C1=CC=CC=C1 (Ethyltriphenylphosphonium bromide). Run in C(OC)COC (dimethoxyethane), C1CCOC1 (THF). Conditions: time 1 hour. Product: C(C)C1=CC=NC2=CC=CC=C12 (4-ethylquinoline). The yield is 64.0%. As a reaction SMILES: [CH2:1]([Li])[CH2:2][CH2:3][CH3:4].Cl[C:7]1[C:16]2[C:11](=[CH:12]C=C[CH:15]=2)[N:10]=[CH:9][CH:8]=1>[Br-].C([P+](C1C=CC=CC=1)(C1C=CC=CC=1)C1C=CC=CC=1)C.C(COC)OC.C1COCC1>[CH2:3]([C:2]1[C:1]2[C:9](=[CH:8][CH:7]=[CH:16][CH:15]=2)[N:10]=[CH:11][CH:12]=1)[CH3:4] |f:2.3|. Procedure: Ethyltriphenylphosphonium bromide (45.0 g, 0.122 m) was suspended in anhydrous dimethoxyethane under a nitrogen atmosphere and cooled to -30° C. n-Butyllithium (12.2 mL of a 1 molar solution in THF) was added and the reaction mixture was stirred at -30° to -40° C. for 1 hour. 4-Chloroquinoline (9.0 g, 0.055 m) was added and the suspension was slowly warmed to room temperature and allowed to stir overnight. After heating under reflux for 2-3 hours, 50-100 mL of solvent was distilled out and repla... RXN SMILES: [NH2:1][C@@H:2]1[CH2:7][CH2:6][C@H:5]([NH:8][C:9](=[O:15])[O:10][C:11]([CH3:14])([CH3:13])[CH3:12])[CH2:4][CH2:3]1.Cl[C:17]1[N:22]=[CH:21][CH:20]=[CH:19][N:18]=1>CN(C=O)C.CCOC(C)=O>[N:18]1[CH:19]=[CH:20][CH:21]=[N:22][C:17]=1[NH:1][C@@H:2]1[CH2:7][CH2:6][C@H:5]([NH:8][C:9](=[O:15])[O:10][C:11]([CH3:12])([CH3:14])[CH3:13])[CH2:4][CH2:3]1. Reported procedure: As shown in step 5-i of Scheme 5, a mixture of tert-butyl ((cis)-4-aminocyclohexyl)carbamate (compound 1009, 490 mg, 2.3 mmol), 2-chloropyrimidine (262 mg, 2.3 mmol) and TEA (463 mg, 637θL, 4.6 mmol) in DMF (10 mL) was subjected to microwave irradiation for 20 minutes at 150° C. The reaction mixture was diluted with EtOAc, washed with H2O, dried over Na2SO4, concentrated under reduced pressure, and purified by medium pressure silica gel chromatography (0 to 50% EtOAc/hexanes gradient) to provide... The solvent is CN(C)C=O (DMF), CCOC(=O)C (EtOAc). The product is N1=C(N=CC=C1)N[C@H]1CC[C@H](CC1)NC(OC(C)(C)C)=O (tert-butyl ((cis)-4-(pyrimidin-2-ylamino)cyclohexyl)carbamate). Reactants: N[C@H]1CC[C@H](CC1)NC(OC(C)(C)C)=O (tert-butyl ((cis)-4-aminocyclohexyl)carbamate), N[C@H]1CC[C@H](CC1)NC(OC(C)(C)C)=O (tert-butyl ((cis)-4-aminocyclohexyl)carbamate), ClC1=NC=CC=N1 (2-chloropyrimidine), TEA. Reactants: NC1=NC=CC=C1 (2-Aminopyridine), [Fe](Cl)Cl (iron(II) chloride), C1(C=2C(C(N1)=O)=CC=CC2)=O (phthalimide). Solvent: C(C)(=O)OCC (ethyl acetate). Conditions: time 1 hour. Yields the product N1=C(C=CC=C1)N=C1NC(C2=CC=CC=C12)=NC1=NC=CC=C1.[Fe+2] (Iron(II) 1,3-Bis(2-pyridylimino)isoindoline). As a reaction SMILES: [C:1]1(=O)[NH:5][C:4](=O)[C:3]2=[CH:7][CH:8]=[CH:9][CH:10]=[C:2]12.[NH2:12][C:13]1[CH:18]=[CH:17][CH:16]=[CH:15][N:14]=1.[Fe:19](Cl)Cl>C(OCC)(=O)C>[N:14]1[CH:15]=[CH:16][CH:17]=[CH:18][C:13]=1[N:12]=[C:4]1[C:3]2[C:2](=[CH:10][CH:9]=[CH:8][CH:7]=2)[C:1](=[N:12][C:13]2[CH:18]=[CH:17][CH:16]=[CH:15][N:14]=2)[NH:5]1.[Fe+2:19] |f:4.5|. Reported procedure: A 100-mL round-bottom flask equipped with a nitrogen inlet and an internal fritted-glass filter is charged with phthalimide (2.94 g, 20.0 mmol) and ethyl acetate (50 mL). 2-Aminopyridine (3.77 g, 40.0 mmol, 2.1 eq.) and iron(II) chloride (2.54 g, 20.0 mmol) are added to the flask, and the mixture is stirred under nitrogen at room temperature for 1 h. The mixture is stirred at room temperature for 120 h, yielding a white precipitate. The reactants are Cl (hydrochloric acid), C(C)OCC(C)O (propylene glycol monoethyl ether), Cl (hydrochloric acid), C1(=CC=CC=C1)[Si](OC)(OC)OC (phenyltrimethoxysilane), C(C)O[Si](OCC)(OCC)OCC (tetraethoxysilane), C[Si](OCC)(OCC)OCC (methyltriethoxysilane), FC(S(=O)(=O)[O-])(F)F.C(C)O[Si](OCC)(OCC)CCC[N+]1=CN(CC1)C (triethoxysilylpropyl-3-methyl-4,5-dihydroimidazolium trifluoromethanesulfonate). Run in O (water), CC(=O)C (acetone), CO (methanol), C(C)O (ethanol), CC(=O)C (acetone), C(C)O (ethanol). Product: FC(S(=O)(=O)[O-])(F)F.[NH+]1=CNC=C1 (Imidazolium Trifluoromethanesulfonate). RXN SMILES: C1([Si](OC)(OC)OC)C=CC=CC=1.C(O[Si](OCC)(OCC)OCC)C.C[Si](OCC)(OCC)OCC.[F:38][C:39]([F:45])([F:44])[S:40]([O-:43])(=[O:42])=[O:41].C(O[Si](CCC[N+:59]1[CH2:63][CH2:62][N:61](C)[CH:60]=1)(OCC)OCC)C.Cl.C(OCC(O)C)C>O.CC(C)=O.CO.C(O)C>[F:38][C:39]([F:45])([F:44])[S:40]([O-:43])(=[O:42])=[O:41].[NH+:59]1[CH:63]=[CH:62][NH:61][CH:60]=1 |f:3.4,11.12|. Procedure details: 4.92 g of phenyltrimethoxysilane, 72.34 g of tetraethoxysilane, 22.02 g of methyltriethoxysilane, 0.73 g of the 30% ethanol solution of triethoxysilylpropyl-3-methyl-4,5-dihydroimidazolium trifluoromethanesulfonate, and 150 g of acetone were charged into a 500 mL flask to be dissolved and the resultant mixed solution was warmed while stirring the mixed solution with a magnetic stirrer to reflux. Next, 33.10 g of 0.01 M hydrochloric acid was added to the mixed solution. The mixed solution was sub...